The task is: describe an organic reaction: reactants, conditions, products, and yield. This data is from the Open Reaction Database (ORD), a public repository of structured organic reaction records. Reactants: COC1=CC=C(CC2NCCC(C2C)(O)C)C=C1 (2-(p-methoxybenzyl)-3,4-dimethyl-4-hydroxy-piperidine), C([O-])(O)=O.[Na+] (sodium bicarbonate), C(C1CCCO1)Br (tetrahydrofurfuryl bromide). The solvent is CN(C=O)C (dimethylformamide). Yields the product C(C1CCCO1)N1C(C(C(CC1)(O)C)C)CC1=CC=C(C=C1)OC (1-Tetrahydrofurfuryl-2-(p-methoxybenzyl)-3,4-dimethyl-4-hydroxy-piperidine). RXN SMILES: [CH3:1][O:2][C:3]1[CH:18]=[CH:17][C:6]([CH2:7][CH:8]2[CH:13]([CH3:14])[C:12]([CH3:16])([OH:15])[CH2:11][CH2:10][NH:9]2)=[CH:5][CH:4]=1.C(=O)(O)[O-].[Na+].[CH2:24](Br)[CH:25]1[O:29][CH2:28][CH2:27][CH2:26]1>CN(C)C=O>[CH2:24]([N:9]1[CH2:10][CH2:11][C:12]([CH3:16])([OH:15])[CH:13]([CH3:14])[CH:8]1[CH2:7][C:6]1[CH:5]=[CH:4][C:3]([O:2][CH3:1])=[CH:18][CH:17]=1)[CH:25]1[O:29][CH2:28][CH2:27][CH2:26]1 |f:1.2|. Procedure details: 24.9 gm (0.1 mol) of 2-(p-methoxybenzyl)-3,4-dimethyl-4-hydroxy-piperidine were stirred in 200 ml of dimethylformamide in the presence of 12.6 gm of sodium bicarbonate for 24 hours at 100° C with 19.7 gm (0.12 mol) of tetrahydrofurfuryl bromide. Subsequently, the reaction mixture was evaporated in vacuo, and the residue shaken with a mixture of 150 ml of chloroform and 100 ml of water. After isolation in a separating funnel, the aqueous phase was extracted once more with 50 ml of chloroform. The... Reactants: CC(C(=O)O)=CCCC(=CCCC(=CCCC(C)=O)C)C (2,6,10-trimethyl-14-oxo-2,6,10-pentadecatrienoic acid), C(C)(C)(C)NCC (tert-butylethylamine). Yields the product CC(C(=O)N(CC)C(C)(C)C)=CCCC(=CCCC(=CCCC(C)=O)C)C (N-(2,6,10-trimethyl-14-oxo-2,6,10-pentadecatrienoyl)tert-butylethylamine). RXN SMILES: [CH3:1][C:2](=[CH:6][CH2:7][CH2:8][C:9]([CH3:21])=[CH:10][CH2:11][CH2:12][C:13]([CH3:20])=[CH:14][CH2:15][CH2:16][C:17](=[O:19])[CH3:18])[C:3]([OH:5])=O.[C:22]([NH:26][CH2:27][CH3:28])([CH3:25])([CH3:24])[CH3:23]>>[CH3:1][C:2](=[CH:6][CH2:7][CH2:8][C:9]([CH3:21])=[CH:10][CH2:11][CH2:12][C:13]([CH3:20])=[CH:14][CH2:15][CH2:16][C:17](=[O:19])[CH3:18])[C:3]([N:26]([C:22]([CH3:25])([CH3:24])[CH3:23])[CH2:27][CH3:28])=[O:5]. Procedure details: Starting material: 2,6,10-trimethyl-14-oxo-2,6,10-pentadecatrienoic acid and tert-butylethylamine. Starting materials: BrCc1ccccc1, O=C([O-])[O-], O=[N+]([O-])c1ccc(O)cc1F, [Na+], [Na+], CN(C)C=O, O. Yields the product O=[N+]([O-])c1ccc(OCc2ccccc2)cc1F. Reaction SMILES: [Br:18][CH2:19][c:20]1[cH:21][cH:22][cH:23][cH:24][cH:25]1.[C:12](=[O:13])([O-:14])[O-:15].[F:1][c:2]1[cH:3][c:4]([OH:11])[cH:5][cH:6][c:7]1[N+:8](=[O:9])[O-:10].[Na+:16].[Na+:17].[O:27]=[CH:28][N:29]([CH3:30])[CH3:31].[OH2:26]>>[F:1][c:2]1[cH:3][c:4]([O:11][CH2:19][c:20]2[cH:21][cH:22][cH:23][cH:24][cH:25]2)[cH:5][cH:6][c:7]1[N+:8](=[O:9])[O-:10]. Reactants: carboxylic acid, C([O-])([O-])=O.[Na+].[Na+] (sodium carbonate), C(=O)(O)NC(=O)O (Imidodicarbonic acid), C(C)(C)(C)OC(=O)NC=1C(=NC(=CN1)C1CC(C(CC1)=O)F)C1=CC(=C(C(=O)[O-])C=C1)F (4-(3-((tert-butoxycarbonyl)amino)-6-(3-fluoro-4-oxocyclohexyl)pyrazin-2-yl)-2-fluorobenzoate), 1,3-bis(1,1-dimethylethyl) ester, Cl (HCl), O1CCOCC1 (dioxane), C1CCOC1 (THF), t-butyl ester. Solvent: O (water). Reaction conditions: time 3.5 hour. Product: NC=1C(=NC(=CN1)[C@H]1C[C@H](C(CC1)=O)F)C1=CC(=C(C(=O)OC(C)(C)C)C=C1)F ((+/−)-tert-butyl 4-(3-amino-6-((1R,3R)-3-fluoro-4-oxocyclohexyl)pyrazin-2-yl)-2-fluorobenzoate), NC=1C(=NC(=CN1)[C@@H]1C[C@@H](C(CC1)=O)F)C1=CC(=C(C(=O)OC(C)(C)C)C=C1)F ((+/−)-tert-butyl 4-(3-amino-6-((1S,3S)-3-fluoro-4-oxocyclohexyl)pyrazin-2-yl)-2-fluorobenzoate). The yield is 13.3%. As a reaction SMILES: [C:1](N[C:5]([OH:7])=[O:6])(O)=O.C(OC([NH:15][C:16]1[C:17]([C:30]2[CH:38]=[CH:37][C:33](C([O-])=O)=[C:32]([F:39])[CH:31]=2)=[N:18][C:19]([CH:22]2[CH2:27][CH2:26][C:25](=[O:28])[CH:24]([F:29])[CH2:23]2)=[CH:20][N:21]=1)=O)(C)(C)C.Cl.O1CCOC[CH2:42]1.[C:47](=[O:50])([O-])[O-:48].[Na+].[Na+].[CH2:53]1[CH2:57]OC[CH2:54]1>O>[NH2:15][C:16]1[C:17]([C:30]2[CH:38]=[CH:37][C:33]([C:5]([O:7][C:53]([CH3:54])([CH3:57])[CH3:42])=[O:6])=[C:32]([F:39])[CH:31]=2)=[N:18][C:19]([C@@H:22]2[CH2:27][CH2:26][C:25](=[O:28])[C@H:24]([F:29])[CH2:23]2)=[CH:20][N:21]=1.[NH2:15][C:16]1[C:17]([C:30]2[CH:38]=[CH:37][C:33]([C:47]([O:48][C:53]([CH3:54])([CH3:57])[CH3:1])=[O:50])=[C:32]([F:39])[CH:31]=2)=[N:18][C:19]([C@H:22]2[CH2:27][CH2:26][C:25](=[O:28])[C@@H:24]([F:29])[CH2:23]2)=[CH:20][N:21]=1 |f:4.5.6|. Procedure details: To a solution of Imidodicarbonic acid, 4-(3-((tert-butoxycarbonyl)amino)-6-(3-fluoro-4-oxocyclohexyl)pyrazin-2-yl)-2-fluorobenzoate, 1,3-bis(1,1-dimethylethyl) ester (10.44 g, 17.29 mmol) in THF (57.6 mL) was added 4 M HCl in dioxane (130 mL, 519 mmol) at room temperature. The reaction mixture was stirred for 3-4 h, which was monitored by LCMS to prevent more of the t-butyl ester from hydrolyzing to carboxylic acid. The reaction was cooled in water bath, and neutralized with saturated sodium car...